From a dataset of the Open Reaction Database (ORD), a public repository of structured organic reaction records. describe an organic reaction: reactants, conditions, products, and yield Reactants: BrC=1C=C(C=2C=NN(C2C1)C1CCCC1)C(=O)NCC=1C(NC(=CC1C)C)=O (6-bromo-1-cyclopentyl-N-[(4,6-dimethyl-2-oxo-1,2-dihydro-3-pyridinyl)methyl]-1H-indazole-4-carboxamide), C(C1=CC=CC=C1)(C1=CC=CC=C1)=N (benzophenone imine), C(=O)([O-])[O-].[Cs+].[Cs+] (Cs2CO3), CC1(C2=C(C(=CC=C2)P(C3=CC=CC=C3)C4=CC=CC=C4)OC5=C(C=CC=C51)P(C6=CC=CC=C6)C7=CC=CC=C7)C (Xantphos), Cl (HCl). Reagents/catalysts: C=1C=CC(=CC1)/C=C/C(=O)/C=C/C2=CC=CC=C2.C=1C=CC(=CC1)/C=C/C(=O)/C=C/C2=CC=CC=C2.C=1C=CC(=CC1)/C=C/C(=O)/C=C/C2=CC=CC=C2.[Pd].[Pd] (Pd2(dba)3). Run in O1CCOCC1 (1,4-dioxane), O (water). Conditions: temperature 100 celsius, time 15 minute. Product: NC=1C=C(C=2C=NN(C2C1)C1CCCC1)C(=O)NCC=1C(NC(=CC1C)C)=O (6-amino-1-cyclopentyl-N-[(4,6-dimethyl-2-oxo-1,2-dihydro-3-pyridinyl)methyl]-1H-indazole-4-carboxamide). Reaction SMILES: Br[C:2]1[CH:3]=[C:4]([C:16]([NH:18][CH2:19][C:20]2[C:21](=[O:28])[NH:22][C:23]([CH3:27])=[CH:24][C:25]=2[CH3:26])=[O:17])[C:5]2[CH:6]=[N:7][N:8]([CH:11]3[CH2:15][CH2:14][CH2:13][CH2:12]3)[C:9]=2[CH:10]=1.C(=[NH:42])(C1C=CC=CC=1)C1C=CC=CC=1.C([O-])([O-])=O.[Cs+].[Cs+].CC1(C)C2C(=C(P(C3C=CC=CC=3)C3C=CC=CC=3)C=CC=2)OC2C(P(C3C=CC=CC=3)C3C=CC=CC=3)=CC=CC1=2.Cl>O.C1C=CC(/C=C/C(/C=C/C2C=CC=CC=2)=O)=CC=1.C1C=CC(/C=C/C(/C=C/C2C=CC=CC=2)=O)=CC=1.C1C=CC(/C=C/C(/C=C/C2C=CC=CC=2)=O)=CC=1.[Pd].[Pd].O1CCOCC1>[NH2:42][C:2]1[CH:3]=[C:4]([C:16]([NH:18][CH2:19][C:20]2[C:21](=[O:28])[NH:22][C:23]([CH3:27])=[CH:24][C:25]=2[CH3:26])=[O:17])[C:5]2[CH:6]=[N:7][N:8]([CH:11]3[CH2:15][CH2:14][CH2:13][CH2:12]3)[C:9]=2[CH:10]=1 |f:2.3.4,8.9.10.11.12|. Procedure details: To a 20 mL microwave vial containing a mixture of 6-bromo-1-cyclopentyl-N-[(4,6-dimethyl-2-oxo-1,2-dihydro-3-pyridinyl)methyl]-1H-indazole-4-carboxamide (0.25 g, 0.564 mmol), benzophenone imine (0.142 mL, 0.846 mmol) and Cs2CO3 (0.735 g, 2.256 mmol) was added 1,4-dioxane (5 mL) and the suspension stirred with degassing under N2 for 5 min. Next added Xantphos (0.098 g, 0.169 mmol), degassed for 5 min, and then added Pd2(dba)3 (0.077 g, 0.085 mmol) and degassed for 1 min. The reaction vial was sea...